Task: describe an organic reaction: reactants, conditions, products, and yield. Dataset: the Open Reaction Database (ORD), a public repository of structured organic reaction records Reactants: C1(=CC=CC=C1O)C (o-cresol), [Br-].[Br-].[Br-].C(CCC)[N+](CCCC)(CCCC)CCCC.C(CCC)[N+](CCCC)(CCCC)CCCC.C(CCC)[N+](CCCC)(CCCC)CCCC (tetrabutylammonium tribromide). The solvent is ClCCl (dichloromethane), CO (methanol). Reaction conditions: time 1 hour. The product is BrC1=CC(=C(C=C1)O)C (4-bromo-2-methylphenol). Yield: 178.1%. Reaction SMILES: [C:1]1([CH3:8])[C:6]([OH:7])=[CH:5][CH:4]=[CH:3][CH:2]=1.[Br-:9].[Br-].[Br-].C([N+](CCCC)(CCCC)CCCC)CCC.C([N+](CCCC)(CCCC)CCCC)CCC.C([N+](CCCC)(CCCC)CCCC)CCC>ClCCl.CO>[Br:9][C:3]1[CH:4]=[CH:5][C:6]([OH:7])=[C:1]([CH3:8])[CH:2]=1 |f:1.2.3.4.5.6|. Procedure: To a solution of o-cresol (6.0 g) in dichloromethane (120 ml) and methanol (80 ml) was added little by little the solid of tetrabutylammonium tribromide (27.0 g), and the mixture was stirred for 1 hour and concentrated under reduced pressure. To the residue was added water, and the mixture was extracted with ether (4 times). The organic layer was washed with saturated brine (twice) and dried with magnesium sulfate. Under reduced pressure, the solvent was evaporated to give solid, which was dried...